The task is: describe an organic reaction: reactants, conditions, products, and yield. This data is from the Open Reaction Database (ORD), a public repository of structured organic reaction records. Starting materials: CN(C)C=O, O=Cc1ccc(C(=O)O)cc1, O=S(Cl)Cl, c1ccccc1. Product: O=Cc1ccc(C(=O)O)cc1, [Cl-]. Reaction SMILES: [CH3:16][N:17]([CH3:18])[CH:19]=[O:20].[CH:1](=[O:2])[c:3]1[cH:4][cH:5][c:6]([C:7](=[O:8])[OH:9])[cH:10][cH:11]1.[S:12]([Cl:13])([Cl:14])=[O:15].[cH:21]1[cH:22][cH:23][cH:24][cH:25][cH:26]1>>[CH:1](=[O:2])[c:3]1[cH:4][cH:5][c:6]([C:7](=[O:8])[OH:9])[cH:10][cH:11]1.[Cl-:14]. The reactants are N1C[C@H](CC1)NC(=O)C12CC3CC(CC(C1)C3)C2 ((S)-N-(Pyrrolidin-3-yl)-1-adamantanecarboxamide), BrCCCC1=CC=CC=C1 (3-bromopropylbenzene). Product: C1(=CC=CC=C1)CCCN1C[C@H](CC1)NC(=O)C12CC3CC(CC(C1)C3)C2 ((S)-N-(1-(3-phenylpropyl)pyrrolidin-3-yl)-1-adamantanecarboxamide). The yield is 21.4%. Reaction SMILES: [NH:1]1[CH2:5][CH2:4][C@H:3]([NH:6][C:7]([C:9]23[CH2:18][CH:13]4[CH2:14][CH:15]([CH2:17][CH:11]([CH2:12]4)[CH2:10]2)[CH2:16]3)=[O:8])[CH2:2]1.Br[CH2:20][CH2:21][CH2:22][C:23]1[CH:28]=[CH:27][CH:26]=[CH:25][CH:24]=1>>[C:23]1([CH2:22][CH2:21][CH2:20][N:1]2[CH2:5][CH2:4][C@H:3]([NH:6][C:7]([C:9]34[CH2:18][CH:13]5[CH2:14][CH:15]([CH2:17][CH:11]([CH2:12]5)[CH2:10]3)[CH2:16]4)=[O:8])[CH2:2]2)[CH:28]=[CH:27][CH:26]=[CH:25][CH:24]=1. Procedure details: (S)-N-(Pyrrolidin-3-yl)-1-adamantanecarboxamide (0.38 g) and 3-bromopropylbenzene (0.37 g) were reacted under the same conditions as in Example 1 to give (S)-N-(1-(3-phenylpropyl)pyrrolidin-3-yl)-1-adamantanecarboxamide (0.12 g), melting point 118-120° C. Procedure: Prepared as described in Example 269 from (1R,2S)-1-(1-(4-fluorophenyl)-1H-indazol-5-yloxy)-1-(3-methoxyphenyl)propan-2-amine (6a, 50 mg, 0.13 mmol) and 1H-imidazole-4-carboxylic acid (17 mg, 0.15 mmol). The reactants are FC1=CC=C(C=C1)N1N=CC2=CC(=CC=C12)O[C@@H]([C@H](C)N)C1=CC(=CC=C1)OC ((1R,2S)-1-{[1-(4-fluorophenyl)-1H-indazol-5-yl]oxy}-1-(3-methoxyphenyl)propan-2-amine), N1C=NC(=C1)C(=O)O (1H-imidazole-4-carboxylic acid). As a reaction SMILES: [F:1][C:2]1[CH:7]=[CH:6][C:5]([N:8]2[C:16]3[C:11](=[CH:12][C:13]([O:17][C@H:18]([C:22]4[CH:27]=[CH:26][CH:25]=[C:24]([O:28][CH3:29])[CH:23]=4)[C@@H:19]([NH2:21])[CH3:20])=[CH:14][CH:15]=3)[CH:10]=[N:9]2)=[CH:4][CH:3]=1.[NH:30]1[CH:34]=[C:33]([C:35](O)=[O:36])[N:32]=[CH:31]1>>[F:1][C:2]1[CH:3]=[CH:4][C:5]([N:8]2[C:16]3[C:11](=[CH:12][C:13]([O:17][C@H:18]([C:22]4[CH:27]=[CH:26][CH:25]=[C:24]([O:28][CH3:29])[CH:23]=4)[C@@H:19]([NH:21][C:35]([C:33]4[N:32]=[CH:31][NH:30][CH:34]=4)=[O:36])[CH3:20])=[CH:14][CH:15]=3)[CH:10]=[N:9]2)=[CH:6][CH:7]=1. The product is FC1=CC=C(C=C1)N1N=CC2=CC(=CC=C12)O[C@@H]([C@H](C)NC(=O)C=1N=CNC1)C1=CC(=CC=C1)OC (N-[(1R,2S)-1-[1-(4-fluorophenyl)indazol-5-yl]oxy-1-(3-methoxyphenyl)propan-2yl]-1H-imidazole-4-carboxamide).